This data is from the Open Reaction Database (ORD), a public repository of structured organic reaction records. The task is: describe an organic reaction: reactants, conditions, products, and yield The reactants are C1(CC(CC1)=O)=O (1,3-cyclopentanedione), N([C@@H](CI)C(=O)OC)C(=O)OC(C)(C)C (Boc-β-Iodo-Ala-OMe). Reagents/catalysts: C=1C=CC(=CC1)/C=C/C(=O)/C=C/C2=CC=CC=C2.C=1C=CC(=CC1)/C=C/C(=O)/C=C/C2=CC=CC=C2.C=1C=CC(=CC1)/C=C/C(=O)/C=C/C2=CC=CC=C2.[Pd].[Pd] (Pd2 dba3), COC=1C=CC=C(C1C=2C=CC=CC2P(C3CCCCC3)C4CCCCC4)OC (SPhos), [Zn] (zinc), II (I2). Solvent: CN(C)C=O (DMF). Conditions: time 1 hour. Yields the product C(C)(C)(C)OC(=O)N[C@H](C(=O)OC)CC1=CC(CC1)=O ((S)-Methyl 2-(tert-butoxycarbonylamino)-3-(3-oxocyclopent-1-enyl)propanoate). Isolated yield 55.1%. Reaction SMILES: [NH:1]([C:9]([O:11][C:12]([CH3:15])([CH3:14])[CH3:13])=[O:10])[C@H:2]([C:5]([O:7][CH3:8])=[O:6])[CH2:3]I.[C:16]1(=O)[CH2:20][CH2:19][C:18](=[O:21])[CH2:17]1>CN(C=O)C.[Zn].C1C=CC(/C=C/C(/C=C/C2C=CC=CC=2)=O)=CC=1.C1C=CC(/C=C/C(/C=C/C2C=CC=CC=2)=O)=CC=1.C1C=CC(/C=C/C(/C=C/C2C=CC=CC=2)=O)=CC=1.[Pd].[Pd].II.COC1C=CC=C(OC)C=1C1C=CC=CC=1P(C1CCCCC1)C1CCCCC1>[C:12]([O:11][C:9]([NH:1][C@@H:2]([CH2:3][C:16]1[CH2:20][CH2:19][C:18](=[O:21])[CH:17]=1)[C:5]([O:7][CH3:8])=[O:6])=[O:10])([CH3:15])([CH3:14])[CH3:13] |f:4.5.6.7.8|. Procedure details: Boc-β-Iodo-Ala-OMe (1.0 g, 3 mmol) was added to a slurry of zinc dust (0.596 g, 9 mmol) and I2 (0.2 mg) in 3 ml DMF under N2. The mixture was stirred for 1 h then Pd2 dba3 (0.070 g, 0.076 mmol), SPhos ligand (0.062 g, 0.15 mmol), and 1,3-cyclopentanedione (0.63 g, 3.9 mmol) were added. The reaction mixture was stirred over night. Purification by flash chromatography (0-100% EtOAc in iso-hexane) gave compound the title compound (0.468 g) in 70% yield. [M+H]+: 284. Reactants: COc1ccc(N2CCC(N3CCC(NC(=O)CNC(=O)c4cccc(C(F)(F)F)c4)C3)CC2)cn1, COc1ccc(N2CCC(=O)CC2)cn1, O=C1CCN(c2cccc(Cl)c2)CC1. Yields the product O=C(CNC(=O)c1cccc(C(F)(F)F)c1)NC1CCN(C2CCN(c3cccc(Cl)c3)CC2)C1. Reaction SMILES: [CH3:1][O:2][c:3]1[n:4][cH:5][c:6]([N:7]2[CH2:8][CH2:9][CH:10]([N:15]3[CH2:16][CH:17]([NH:20][C:21]([CH2:22][NH:23][C:24]([c:25]4[cH:26][c:27]([C:31]([F:32])([F:33])[F:34])[cH:28][cH:29][cH:30]4)=[O:35])=[O:36])[CH2:18][CH2:19]3)[CH2:11][CH2:12]2)[cH:13][cH:14]1.[CH3:51][O:52][c:53]1[n:54][cH:55][c:56]([N:57]2[CH2:58][CH2:59][C:60](=[O:61])[CH2:62][CH2:63]2)[cH:64][cH:65]1.[Cl:37][c:38]1[cH:39][c:40]([N:44]2[CH2:45][CH2:46][C:47](=[O:50])[CH2:48][CH2:49]2)[cH:41][cH:42][cH:43]1>>[N:15]1([CH:47]2[CH2:46][CH2:45][N:44]([c:40]3[cH:39][c:38]([Cl:37])[cH:43][cH:42][cH:41]3)[CH2:49][CH2:48]2)[CH2:16][CH:17]([NH:20][C:21]([CH2:22][NH:23][C:24]([c:25]2[cH:26][c:27]([C:31]([F:32])([F:33])[F:34])[cH:28][cH:29][cH:30]2)=[O:35])=[O:36])[CH2:18][CH2:19]1. The reactants are ClN1C(N(C(N(C1=O)Cl)=O)Cl)=O (trichloroisocyanuric acid), C(C)(C)(C)OC(=O)N1[C@H](C[C@H](C1)O)[C@@H]1[C@@H](N(C(O1)(C)C)C(C)=O)CC1=CC(=CC(=C1)F)F ((2R,4R)-2-[(4S,5S)-3-Acetyl-4-(3,5-difluoro-benzyl)-2,2-dimethyl-oxazolidin-5-yl]-4-hydroxy-pyrrolidine-1-carboxylic acid tert-butyl ester), CC1(CCCC(N1[O])(C)C)C (TEMPO). The solvent is ClCCl (dichloromethane), ClCCl (dichloromethane). Run at time 5 minute. The product is C(C)(C)(C)OC(=O)N1[C@H](CC(C1)=O)[C@@H]1[C@@H](N(C(O1)(C)C)C(C)=O)CC1=CC(=CC(=C1)F)F ((R)-2-[(4S,5S)-3-Acetyl-4-(3,5-difluoro-benzyl)-2,2-dimethyl-oxazolidin-5-yl]-4-oxo-pyrrolidine-1-carboxylic acid tert-butyl ester). The yield is 100.5%. Reaction SMILES: [C:1]([O:5][C:6]([N:8]1[CH2:12][C@H:11]([OH:13])[CH2:10][C@@H:9]1[C@H:14]1[O:18][C:17]([CH3:20])([CH3:19])[N:16]([C:21](=[O:23])[CH3:22])[C@H:15]1[CH2:24][C:25]1[CH:30]=[C:29]([F:31])[CH:28]=[C:27]([F:32])[CH:26]=1)=[O:7])([CH3:4])([CH3:3])[CH3:2].ClN1C(=O)N(Cl)C(=O)N(Cl)C1=O.CC1(C)N([O])C(C)(C)CCC1>ClCCl>[C:1]([O:5][C:6]([N:8]1[CH2:12][C:11](=[O:13])[CH2:10][C@@H:9]1[C@H:14]1[O:18][C:17]([CH3:19])([CH3:20])[N:16]([C:21](=[O:23])[CH3:22])[C@H:15]1[CH2:24][C:25]1[CH:26]=[C:27]([F:32])[CH:28]=[C:29]([F:31])[CH:30]=1)=[O:7])([CH3:2])([CH3:3])[CH3:4] |^1:48|. Reported procedure: Cool to 0° C. a solution of (2R,4R)-2-[(4S,5S)-3-Acetyl-4-(3,5-difluoro-benzyl)-2,2-dimethyl-oxazolidin-5-yl]-4-hydroxy-pyrrolidine-1-carboxylic acid tert-butyl ester (0.01 gr, 0.022 mmol) in dichloromethane (0.5 mL). Add trichloroisocyanuric acid (0.023 g, 0.110 mmol). Stir 5 minutes and then add TEMPO (2,2,6,6-tetramethyl-1-piperidinyl-oxy, free radical, 0.0007 g, 0.0044 mmol). After one hour add dichloromethane to the mixture and wash with saturated aqueous sodium bicarbonate followed by satu... Starting materials: O=C([O-])[O-], CCCCCCCCCCBr, [I-], [K+], [K+], [K+], O=C1CCCCC1, COC(=O)c1ccc(-c2ccc(O)cc2)cc1. Yields the product CCCCCCCCCCOc1ccc(-c2ccc(C(=O)OC)cc2)cc1. RXN SMILES: [C:29](=[O:30])([O-:31])[O-:32].[CH2:18]([CH2:19][CH2:20][CH2:21][CH2:22][CH2:23][CH2:24][CH2:25][CH2:26][CH3:27])[Br:28].[I-:36].[K+:33].[K+:34].[K+:35].[O:37]=[C:38]1[CH2:39][CH2:40][CH2:41][CH2:42][CH2:43]1.[OH:1][c:2]1[cH:3][cH:4][c:5](-[c:8]2[cH:9][cH:10][c:11]([C:14](=[O:15])[O:16][CH3:17])[cH:12][cH:13]2)[cH:6][cH:7]1>>[O:1]([c:2]1[cH:3][cH:4][c:5](-[c:8]2[cH:9][cH:10][c:11]([C:14](=[O:15])[O:16][CH3:17])[cH:12][cH:13]2)[cH:6][cH:7]1)[CH2:18][CH2:19][CH2:20][CH2:21][CH2:22][CH2:23][CH2:24][CH2:25][CH2:26][CH3:27]. Procedure details: 2-(4-methoxymethoxyphenyl)-4-methylbenzoxazole (F11) was prepared in a similar manner for the preparation of 2-(5-methoxy-2-methoxymethoxyphenyl)-4-methylbenzoxazole (F8) by using 2-[(4-methoxymethoxybenzylidene)amino]-3-methylphenol (F7) (5.43 g, 20 mmol) instead of 2-[(5-methoxy-2-methoxymethoxybenzylidene)amino]-3-methylphenol (F4) in 92% (4.92 g): 1H-NMR (500 MHz, CDCl3) δ3.53 (s, 3H), 5.24 (s, 3H), 7.17 (d, 1H, J=9.0 Hz), 7.35 (d, 1H, J=9.0 Hz), 10.52 (s, 1H). Reaction SMILES: COC1C=CC(OCOC)=C(C2OC3C=CC=C(C)C=3N=2)C=1.[CH3:23][O:24][CH2:25][O:26][C:27]1[CH:42]=[CH:41][C:30]([CH:31]=[N:32][C:33]2[C:38]([CH3:39])=[CH:37][CH:36]=[CH:35][C:34]=2[OH:40])=[CH:29][CH:28]=1>>[CH3:23][O:24][CH2:25][O:26][C:27]1[CH:42]=[CH:41][C:30]([C:31]2[O:40][C:34]3[CH:35]=[CH:36][CH:37]=[C:38]([CH3:39])[C:33]=3[N:32]=2)=[CH:29][CH:28]=1. The product is COCOC1=CC=C(C=C1)C=1OC2=C(N1)C(=CC=C2)C (2-(4-methoxymethoxyphenyl)-4-methylbenzoxazole). The reactants are COC=1C=CC(=C(C1)C=1OC2=C(N1)C(=CC=C2)C)OCOC (2-(5-methoxy-2-methoxymethoxyphenyl)-4-methylbenzoxazole), COCOC1=CC=C(C=NC2=C(C=CC=C2C)O)C=C1 (2-[(4-methoxymethoxybenzylidene)amino]-3-methylphenol). The reactants are O=C1NC(=O)c2ccccc21, ClCCl, Cl, [K]. Product: O=C1c2ccccc2C(=O)N1Cl. As a reaction SMILES: [C:2]1(=[O:12])[c:3]2[c:4]([cH:8][cH:9][cH:10][cH:11]2)[C:5](=[O:7])[NH:6]1.[CH2:14]([Cl:15])[Cl:16].[Cl:1].[K:13]>>[C:2]1(=[O:12])[c:3]2[c:4]([cH:8][cH:9][cH:10][cH:11]2)[C:5](=[O:7])[N:6]1[Cl:15].